Task: describe an organic reaction: reactants, conditions, products, and yield. Dataset: the Open Reaction Database (ORD), a public repository of structured organic reaction records Starting materials: N([C@@H](CC1=CC=CC=C1)C(=O)NCC(=O)N[C@@H](COCC1=CC=CC=C1)C(=O)N[C@@H](CC(C)C)C(=O)CCl)C(=O)OCC1=CC=CC=C1 (Z-Phe-Gly-Ser(Bzl)-LeuCH2Cl), N[C@@H](CC1=CC=CC=C1)C(=O)N[C@@H](CO)C(=O)N[C@@H](C)C(=O)N[C@@H](CC(C)C)C(=O)CCl (H-Phe-Ser-Ala-LeuCH2Cl). Product: hydrofluoride salt, N[C@@H](CC1=CC=CC=C1)C(=O)NCC(=O)N[C@@H](CO)C(=O)N[C@@H](CC(C)C)C(=O)CCl (H-Phe-Gly-Ser-LeuCH2Cl). RXN SMILES: [NH:1](C(OCC1C=CC=CC=1)=O)[C@H:2]([C:10]([NH:12][CH2:13][C:14]([NH:16][C@H:17]([C:27]([NH:29][C@H:30]([C:35]([CH2:37][Cl:38])=[O:36])[CH2:31][CH:32]([CH3:34])[CH3:33])=[O:28])[CH2:18][O:19]CC1C=CC=CC=1)=[O:15])=[O:11])[CH2:3][C:4]1[CH:9]=[CH:8][CH:7]=[CH:6][CH:5]=1.N[C@H](C(N[C@H](C(N[C@H](C(N[C@H](C(CCl)=O)CC(C)C)=O)C)=O)CO)=O)CC1C=CC=CC=1>>[NH2:1][C@H:2]([C:10]([NH:12][CH2:13][C:14]([NH:16][C@H:17]([C:27]([NH:29][C@H:30]([C:35]([CH2:37][Cl:38])=[O:36])[CH2:31][CH:32]([CH3:33])[CH3:34])=[O:28])[CH2:18][OH:19])=[O:15])=[O:11])[CH2:3][C:4]1[CH:5]=[CH:6][CH:7]=[CH:8][CH:9]=1. Reported procedure: Z-Phe-Gly-Ser(Bzl)-LeuCH2Cl (0.98 g, 1.44 mmoles) was treated with anhydrous HF by a method substantially similar to that described for preparation of H-Phe-Ser-Ala-LeuCH2Cl.HF in Procedure F, yielding a hydrofluoride salt, H-Phe-Gly-Ser-LeuCH2Cl.HF (0.69 g).